describe an organic reaction: reactants, conditions, products, and yield From a dataset of the Open Reaction Database (ORD), a public repository of structured organic reaction records. Starting materials: CC(NC(=O)OC(C)(C)C)C(=O)O, CO, ClC(Cl)Cl, Cl, O=C(O)Cc1cc(F)cc(F)c1, CCOC(=O)C(C)(NC(=O)C(C)N)c1ccccc1. The product is CCOC(=O)C(C)(NC(=O)C(C)NC(=O)Cc1cc(F)cc(F)c1)c1ccccc1. As a reaction SMILES: [C:33]([NH:34][CH:35]([C:36]([OH:37])=[O:38])[CH3:39])([O:40][C:41]([CH3:42])([CH3:43])[CH3:44])=[O:45].[CH3:46][OH:47].[Cl:48][CH:49]([Cl:50])[Cl:51].[ClH:13].[F:1][c:2]1[cH:3][c:4]([CH2:9][C:10](=[O:11])[OH:12])[cH:5][c:6]([F:8])[cH:7]1.[NH2:14][CH:15]([CH3:16])[C:17](=[O:18])[NH:19][C:20]([C:21](=[O:22])[O:23][CH2:24][CH3:25])([CH3:26])[c:27]1[cH:28][cH:29][cH:30][cH:31][cH:32]1>>[F:1][c:2]1[cH:3][c:4]([CH2:9][C:10](=[O:12])[NH:14][CH:15]([CH3:16])[C:17](=[O:18])[NH:19][C:20]([C:21](=[O:22])[O:23][CH2:24][CH3:25])([CH3:26])[c:27]2[cH:28][cH:29][cH:30][cH:31][cH:32]2)[cH:5][c:6]([F:8])[cH:7]1.